This data is from the Open Reaction Database (ORD), a public repository of structured organic reaction records. The task is: describe an organic reaction: reactants, conditions, products, and yield The reactants are ClC1=NC(=C(C(=O)O)C=C1)OCC1OC(C2OC(OC21)(C)C)N2C1=NC=NC(=C1N=C2)NC(=O)NC2=CC=CC=C2 (6-Chloro-2-{2,2-dimethyl-6-[6-(3-phenyl-ureido)-purin-9-yl]-tetrahydro-furo[3,4-d][1,3]dioxol-4-ylmethoxy}-nicotinic acid), ClC1=C(C(=O)O)C=CC(=N1)OCC1OC(C2OC(OC21)(C)C)N2C1=NC=NC(=C1N=C2)NC(=O)NC2=CC=CC=C2 (2-Chloro-6-{2,2-dimethyl-6-[6-(3-phenyl-ureido)-purin-9-yl]-tetrahydro-furo[3,4-d][1,3]dioxol-4-ylmethoxy}-nicotinic acid). Product: ClC=1C(=NC=C(C(=O)O)C1)OCC1OC(C2OC(OC21)(C)C)N2C1=NC=NC(=C1N=C2)NC(=O)NC2=CC=CC=C2 (5-Chloro-6-{2,2-dimethyl-6-[6-(3-phenyl-ureido)-purin-9-yl]-tetrahydro-furo[3,4-d][1,3]dioxol-4-ylmethoxy}-nicotinic acid). RXN SMILES: [Cl:1]C1C=CC(C(O)=O)=C(OCC2C3C(OC(C)(C)O3)C(N3C=NC4C3=NC=NC=4NC(NC3C=CC=CC=3)=O)O2)N=1.Cl[C:43]1[N:51]=[C:50]([O:52][CH2:53][CH:54]2[CH:61]3[CH:57]([O:58][C:59]([CH3:63])([CH3:62])[O:60]3)[CH:56]([N:64]3[CH:72]=[N:71][C:70]4[C:65]3=[N:66][CH:67]=[N:68][C:69]=4[NH:73][C:74]([NH:76][C:77]3[CH:82]=[CH:81][CH:80]=[CH:79][CH:78]=3)=[O:75])[O:55]2)[CH:49]=[CH:48][C:44]=1[C:45]([OH:47])=[O:46]>>[Cl:1][C:49]1[C:50]([O:52][CH2:53][CH:54]2[CH:61]3[CH:57]([O:58][C:59]([CH3:63])([CH3:62])[O:60]3)[CH:56]([N:64]3[CH:72]=[N:71][C:70]4[C:65]3=[N:66][CH:67]=[N:68][C:69]=4[NH:73][C:74]([NH:76][C:77]3[CH:78]=[CH:79][CH:80]=[CH:81][CH:82]=3)=[O:75])[O:55]2)=[N:51][CH:43]=[C:44]([CH:48]=1)[C:45]([OH:47])=[O:46]. Procedure details: 6-Chloro-2-{2,2-dimethyl-6-[6-(3-phenyl-ureido)-purin-9-yl]-tetrahydro-furo[3,4-d][1,3]dioxol-4-ylmethoxy}-nicotinic acid (isomer A) & 2-Chloro-6-{2,2-dimethyl-6-[6-(3-phenyl-ureido)-purin-9-yl]-tetrahydro-furo[3,4-d][1,3]dioxol-4-ylmethoxy}-nicotinic acid (isomer B): The reactants are COC=1C=C(CC2NCCC3=CC(=CC=C23)OC)C=CC1OC (1-(3,4-dimethoxy-benzyl)-6-methoxy-1,2,3,4-tetrahydroisoquinoline), BrCC(=O)Br (2-bromoacetyl bromide), C1(=CC=CC2=CC=CC=C12)CN (1-napthalenemethylamine). Yields the product COC=1C=C(CC2N(CCC3=CC(=CC=C23)OC)CC(=O)NCC2=CC=CC3=CC=CC=C23)C=CC1OC (2-[1-(3,4-Dimethoxy-benzyl)-6-methoxy-3,4-dihydro-1H-isoquinolin-2-yl]-N-(naphthalen-1-yl-methyl)-acetamide). Reaction SMILES: [CH3:1][O:2][C:3]1[CH:4]=[C:5]([CH:19]=[CH:20][C:21]=1[O:22][CH3:23])[CH2:6][CH:7]1[C:16]2[C:11](=[CH:12][C:13]([O:17][CH3:18])=[CH:14][CH:15]=2)[CH2:10][CH2:9][NH:8]1.Br[CH2:25][C:26](Br)=[O:27].[C:29]1([CH2:39][NH2:40])[C:38]2[C:33](=[CH:34][CH:35]=[CH:36][CH:37]=2)[CH:32]=[CH:31][CH:30]=1>>[CH3:1][O:2][C:3]1[CH:4]=[C:5]([CH:19]=[CH:20][C:21]=1[O:22][CH3:23])[CH2:6][CH:7]1[C:16]2[C:11](=[CH:12][C:13]([O:17][CH3:18])=[CH:14][CH:15]=2)[CH2:10][CH2:9][N:8]1[CH2:25][C:26]([NH:40][CH2:39][C:29]1[C:38]2[C:33](=[CH:34][CH:35]=[CH:36][CH:37]=2)[CH:32]=[CH:31][CH:30]=1)=[O:27]. Procedure: prepared by reaction of 1-(3,4-dimethoxy-benzyl)-6-methoxy-1,2,3,4-tetrahydroisoquinoline and 2-bromoacetyl bromide with 1-napthalenemethylamine